From a dataset of the Open Reaction Database (ORD), a public repository of structured organic reaction records. describe an organic reaction: reactants, conditions, products, and yield Starting materials: [Li] (lithium), [N+](=O)([O-])C(C)C (2-nitropropane), CC=1C=C(C=CC1)C(C(C)(C)[N+](=O)[O-])=O (3'-methyl-α-nitroisobutyrophenone). Solvent: CN(P(=O)(N(C)C)N(C)C)C (hexamethylphosphoramide). Run at time 18 hour. Product: [N+](=O)([O-])C(C(C(=O)C1=CC(=CC=C1)C)(C)C)(C)C (3-nitro-2,2,3,3'-tetramethylbutyrophenone). The yield is 48.0%. Reaction SMILES: [Li].[N+:2]([CH:5]([CH3:7])[CH3:6])([O-:4])=[O:3].[CH3:8][C:9]1[CH:10]=[C:11]([C:15](=[O:22])[C:16]([N+]([O-])=O)([CH3:18])[CH3:17])[CH:12]=[CH:13][CH:14]=1>CN(C)P(N(C)C)(N(C)C)=O>[N+:2]([C:5]([CH3:7])([CH3:6])[C:16]([CH3:17])([CH3:18])[C:15]([C:11]1[CH:12]=[CH:13][CH:14]=[C:9]([CH3:8])[CH:10]=1)=[O:22])([O-:4])=[O:3] |^1:0|. Procedure details: The lithium salt of 2-nitropropane (0.52 mol.) was dissolved in 700 ml. of hexamethylphosphoramide and, while under nitrogen, 62.1 g. (0.3 mol.) of 3'-methyl-α-nitroisobutyrophenone was added. The reaction mixture was stirred 18 hours under fluorescent lighting. The mixture was then diluted with 1400 ml. of water and the aqueous mixture was extracted three times with 800 ml. portions of ether. The combined ether extracts were washed three times with water, dried over magnesium sulfate and the et... Starting materials: BrC1=CC=C(C=C1)C=1N=C(OC1C)C1=CC=C(C=C1)C(F)(F)F (4-(4-bromo-phenyl)-5-methyl-2-(4-trifluoromethyl-phenyl)-oxazole), COC1=CC=C(C=C1)B(O)O (4-methoxy-benzeneboronic acid). The product is COC1=CC=C(C=C1)C1=CC(=CC=C1)C=1N=C(OC1C)C1=CC=C(C=C1)C(F)(F)F (4-(4′-Methoxy-biphenyl-3-yl)-5-methyl-2-(4-trifluoromethyl-phenyl)-oxazole). As a reaction SMILES: Br[C:2]1[CH:7]=[CH:6][C:5]([C:8]2[N:9]=[C:10]([C:14]3[CH:19]=[CH:18][C:17]([C:20]([F:23])([F:22])[F:21])=[CH:16][CH:15]=3)[O:11][C:12]=2[CH3:13])=[CH:4][CH:3]=1.[CH3:24][O:25][C:26]1[CH:31]=[CH:30][C:29](B(O)O)=[CH:28][CH:27]=1>>[CH3:24][O:25][C:26]1[CH:31]=[CH:30][C:29]([C:3]2[CH:2]=[CH:7][CH:6]=[C:5]([C:8]3[N:9]=[C:10]([C:14]4[CH:15]=[CH:16][C:17]([C:20]([F:21])([F:23])[F:22])=[CH:18][CH:19]=4)[O:11][C:12]=3[CH3:13])[CH:4]=2)=[CH:28][CH:27]=1. Procedure: The title compound was prepared from 4-(4-bromo-phenyl)-5-methyl-2-(4-trifluoromethyl-phenyl)-oxazole, and 4-methoxy-benzeneboronic acid in substantially the same manner, as described in Example 1 step c, and was obtained as a white solid, mp 93-94° C.; MS m/e 409 (M+);